From a dataset of the Open Reaction Database (ORD), a public repository of structured organic reaction records. describe an organic reaction: reactants, conditions, products, and yield Reactants: Cc1ccc(-n2nc(C(C)(C)C)cc2N)cc1, CCOC(C)=O, CCN(C(C)C)C(C)C, O=C(Cl)OC(Cl)(Cl)Cl, ClCCl, CC(C)(C)OC(=O)Nc1cc(CC(C)(C)Oc2ccc(N)c3ccccc23)ccn1, [Na+], O=C([O-])O, O. Product: Cc1ccc(-n2nc(C(C)(C)C)cc2NC(=O)Nc2ccc(OC(C)(C)Cc3ccnc(NC(=O)OC(C)(C)C)c3)c3ccccc23)cc1. As a reaction SMILES: [C:1]([CH3:2])([CH3:3])([CH3:4])[c:5]1[n:6][n:7](-[c:11]2[cH:12][cH:13][c:14]([CH3:17])[cH:15][cH:16]2)[c:8]([NH2:10])[cH:9]1.[CH3:73][CH2:74][O:75][C:76]([CH3:77])=[O:78].[CH:61]([N:62]([CH2:63][CH3:64])[CH:65]([CH3:66])[CH3:67])([CH3:68])[CH3:69].[Cl:23][C:24]([O:25][C:26]([Cl:27])=[O:28])([Cl:29])[Cl:30].[Cl:70][CH2:71][Cl:72].[NH2:31][c:32]1[cH:33][cH:34][c:35]([O:42][C:43]([CH2:44][c:45]2[cH:46][c:47]([NH:51][C:52]([O:53][C:54]([CH3:55])([CH3:56])[CH3:57])=[O:58])[n:48][cH:49][cH:50]2)([CH3:59])[CH3:60])[c:36]2[cH:37][cH:38][cH:39][cH:40][c:41]12.[Na+:22].[O-:18][C:19]([OH:20])=[O:21].[OH2:79]>>[C:1]([CH3:2])([CH3:3])([CH3:4])[c:5]1[n:6][n:7](-[c:11]2[cH:12][cH:13][c:14]([CH3:17])[cH:15][cH:16]2)[c:8]([NH:10][C:19](=[O:18])[NH:31][c:32]2[cH:33][cH:34][c:35]([O:42][C:43]([CH2:44][c:45]3[cH:46][c:47]([NH:51][C:52]([O:53][C:54]([CH3:55])([CH3:56])[CH3:57])=[O:58])[n:48][cH:49][cH:50]3)([CH3:59])[CH3:60])[c:36]3[cH:37][cH:38][cH:39][cH:40][c:41]23)[cH:9]1. The reactants are C1(=CC=C(C=C1)C[C@@H](C(=O)NCCCC)NC(=O)N(CCC(C)C)C(CSC1=CC=CC=C1)CC(=O)OCC)C1=CC=CC=C1 ((2S)-3-(4-Biphenylyl)-N-butyl-2-[3-[(1RS)-1-(ethoxycarbonylmethyl)-2-(phenylthio)ethyl]-3-isoamylureido]propionamide), [OH-].[Li+] (lithium hydroxide), C(CC(O)(C(=O)O)CC(=O)O)(=O)O (citric acid). The solvent is C(C)O (ethanol). Reaction conditions: time 45 minute. The product is C1(=CC=C(C=C1)C[C@@H](C(=O)NCCCC)NC(=O)N(CCC(C)C)C(CSC1=CC=CC=C1)CC(=O)O)C1=CC=CC=C1 ((2S)-3-(4-Biphenylyl)-N-butyl-2-[3-[(1RS)-1-(carboxymethyl)-2-(phenylthio)ethyl]-3-isoamylureido]propionamide). Reaction SMILES: [C:1]1([C:40]2[CH:45]=[CH:44][CH:43]=[CH:42][CH:41]=2)[CH:6]=[CH:5][C:4]([CH2:7][C@H:8]([NH:16][C:17]([N:19]([CH:25]([CH2:34][C:35]([O:37]CC)=[O:36])[CH2:26][S:27][C:28]2[CH:33]=[CH:32][CH:31]=[CH:30][CH:29]=2)[CH2:20][CH2:21][CH:22]([CH3:24])[CH3:23])=[O:18])[C:9]([NH:11][CH2:12][CH2:13][CH2:14][CH3:15])=[O:10])=[CH:3][CH:2]=1.[OH-].[Li+].C(O)(=O)CC(CC(O)=O)(C(O)=O)O>C(O)C>[C:1]1([C:40]2[CH:41]=[CH:42][CH:43]=[CH:44][CH:45]=2)[CH:6]=[CH:5][C:4]([CH2:7][C@H:8]([NH:16][C:17]([N:19]([CH:25]([CH2:34][C:35]([OH:37])=[O:36])[CH2:26][S:27][C:28]2[CH:33]=[CH:32][CH:31]=[CH:30][CH:29]=2)[CH2:20][CH2:21][CH:22]([CH3:24])[CH3:23])=[O:18])[C:9]([NH:11][CH2:12][CH2:13][CH2:14][CH3:15])=[O:10])=[CH:3][CH:2]=1 |f:1.2|. Reported procedure: (2S)-3-(4-Biphenylyl)-N-butyl-2-[3-[(1RS)-1-(ethoxycarbonylmethyl)-2-(phenylthio)ethyl]-3-isoamylureido]propionamide (Compound No. 38-1, 402 mg) is dissolved in ethanol(2 ml), a 1 N aqueous lithium hydroxide solution (0.96 ml) is added thereto, and the mixture is stirred at room temperature for 45minutes. A 10% aqueous citric acid solution is added to the reaction mixture, and the whole is extracted with ether. The organic layer is washed with water and saturated brine successively, dried over a...